This data is from the Open Reaction Database (ORD), a public repository of structured organic reaction records. The task is: describe an organic reaction: reactants, conditions, products, and yield Reactants: C[Si](C)(C)CCOCn1ccc(Nc2cncc(CO)n2)n1, CS(=O)(=O)Cl, CCN(C(C)C)C(C)C, ClC(Cl)Cl, C1CCC(OC2CNCCNC2)OC1. Yields the product C[Si](C)(C)CCOCn1ccc(Nc2cncc(CN3CCNCC(OC4CCCCO4)C3)n2)n1. Reaction SMILES: [CH3:1][Si:2]([CH2:3][CH2:4][O:5][CH2:6][n:7]1[n:8][c:9]([NH:12][c:13]2[cH:14][n:15][cH:16][c:17]([CH2:19][OH:20])[n:18]2)[cH:10][cH:11]1)([CH3:21])[CH3:22].[CH3:32][S:33](=[O:34])(=[O:35])[Cl:36].[CH:23]([N:24]([CH2:25][CH3:26])[CH:27]([CH3:28])[CH3:29])([CH3:30])[CH3:31].[CH:51]([Cl:52])([Cl:53])[Cl:54].[O:37]1[CH:38]([O:43][CH:44]2[CH2:45][NH:46][CH2:47][CH2:48][NH:49][CH2:50]2)[CH2:39][CH2:40][CH2:41][CH2:42]1>>[CH3:1][Si:2]([CH2:3][CH2:4][O:5][CH2:6][n:7]1[n:8][c:9]([NH:12][c:13]2[cH:14][n:15][cH:16][c:17]([CH2:19][N:49]3[CH2:48][CH2:47][NH:46][CH2:45][CH:44]([O:43][CH:38]4[O:37][CH2:42][CH2:41][CH2:40][CH2:39]4)[CH2:50]3)[n:18]2)[cH:10][cH:11]1)([CH3:21])[CH3:22].